Dataset: the Open Reaction Database (ORD), a public repository of structured organic reaction records. Task: describe an organic reaction: reactants, conditions, products, and yield Starting materials: FC(F)(F)Cc1nc2cc(Cl)c(Cl)cc2[nH]1, [H-], CI, [Na+], CN(C)C=O. Yields the product Cn1c(CC(F)(F)F)nc2cc(Cl)c(Cl)cc21. RXN SMILES: [Cl:1][c:2]1[cH:3][c:4]2[c:5]([nH:6][c:7]([CH2:9][C:10]([F:11])([F:12])[F:13])[n:8]2)[cH:14][c:15]1[Cl:16].[H-:17].[I:19][CH3:20].[Na+:18].[O:21]=[CH:22][N:23]([CH3:24])[CH3:25]>>[Cl:1][c:2]1[cH:3][c:4]2[c:5]([n:6][c:7]([CH2:9][C:10]([F:11])([F:12])[F:13])[n:8]2[CH3:20])[cH:14][c:15]1[Cl:16]. Reactants: C[Si](C)(C)C=[N+]=[N-] ((trimethylsilyl)diazomethane), C[Si](C)(C)C=[N+]=[N-] ((trimethylsilyl)diazomethane), CO (MeOH), COC=1C=C(C=CC1CN1CCCC1)C(=O)C=1C2=C(SC1C1=CC=C(C=C1)OCCN1CCCC1)C=C(C=C2)O (6-hydroxy-2-[4-[2-(1-pyrrolidinyl)ethoxy]phenyl]benzo[b]thiophen-3-yl 3-methoxy-4-(1-pyrrolidinylmethyl)phenyl ketone), C(C)(C)N(CC)C(C)C (diisopropylethylamine), C[Si](C)(C)C=[N+]=[N-] ((trimethylsilyl)diazomethane). Solvent: hexanes, hexanes, CO.CC#N (MeOH CH3CN), hexanes. Conditions: time 24 hour. Yields the product COC=1C=C(C=CC1CN1CCCC1)C(=O)C=1C2=C(SC1C1=CC=C(C=C1)OCCN1CCCC1)C=C(C=C2)OC (6-Methoxy-2-[4-[2-(1-pyrrolidinyl)ethoxy]phenyl]benzo[b]thiophen-3-yl 3-Methoxy-4-(1-pyrrolidinylmethyl)phenyl Ketone). Isolated yield 43.6%. As a reaction SMILES: [CH3:1][O:2][C:3]1[CH:4]=[C:5]([C:15]([C:17]2[C:18]3[CH:39]=[CH:38][C:37]([OH:40])=[CH:36][C:19]=3[S:20][C:21]=2[C:22]2[CH:27]=[CH:26][C:25]([O:28][CH2:29][CH2:30][N:31]3[CH2:35][CH2:34][CH2:33][CH2:32]3)=[CH:24][CH:23]=2)=[O:16])[CH:6]=[CH:7][C:8]=1[CH2:9][N:10]1[CH2:14][CH2:13][CH2:12][CH2:11]1.[CH:41](N(C(C)C)CC)(C)C.C[Si](C=[N+]=[N-])(C)C.CO>CO.CC#N>[CH3:1][O:2][C:3]1[CH:4]=[C:5]([C:15]([C:17]2[C:18]3[CH:39]=[CH:38][C:37]([O:40][CH3:41])=[CH:36][C:19]=3[S:20][C:21]=2[C:22]2[CH:23]=[CH:24][C:25]([O:28][CH2:29][CH2:30][N:31]3[CH2:35][CH2:34][CH2:33][CH2:32]3)=[CH:26][CH:27]=2)=[O:16])[CH:6]=[CH:7][C:8]=1[CH2:9][N:10]1[CH2:11][CH2:12][CH2:13][CH2:14]1 |f:4.5|. Procedure: To a mixture of (210 mg, 0.37 mmol) of 6-hydroxy-2-[4-[2-(1-pyrrolidinyl)ethoxy]phenyl]benzo[b]thiophen-3-yl 3-methoxy-4-(1-pyrrolidinylmethyl)phenyl ketone (Example 163, Part C) in 2.0 mL of MeOH/CH3CN solution (1:9 ratio) was added (0.091 mL, 0.52 mmol) of diisopropylethylamine and (0.26 mL, 0.52 mmol) 2 M (trimethylsilyl)diazomethane in hexanes at room temperature. The reaction was stirred for 24 h. Another portion (0.20 mL, 0.40 mmol) of 2 M (trimethylsilyl)diazomethane in hexanes was added ... Reactants: Pt(II) acetyl acetonate, Cl[SiH](Cl)Cl (trichlorosilane), C=CC(CCl)Cl (3,4-dichlorobutene-1), trichlorosilane olefin, Cl[SiH](Cl)Cl (trichlorosilane). Run in mixture. Yields the product ClC(CC[Si](Cl)(Cl)Cl)CCl (3,4-dichlorobutyl trichlorosilane). Isolated yield 67.7%. As a reaction SMILES: [Cl:1][SiH:2]([Cl:4])[Cl:3].[CH2:5]=[CH:6][CH:7]([Cl:10])[CH2:8][Cl:9]>>[Cl:10][CH:7]([CH2:8][Cl:9])[CH2:6][CH2:5][Si:2]([Cl:4])([Cl:3])[Cl:1]. Reported procedure: 596 g trichlorosilane (4.4 moles, excess) and 500 g 3,4-dichlorobutene-1 (4 moles) are mixed. 0.4 g Pt(II)-acetyl acetonate are added to 30 ml of this mixture, at which time the temperature gradually rises by itself to 95° C. At this temperature, the remaining trichlorosilane/olefin mixture is added and allowed to react for an additional half hour at 92° C. Excess trichlorosilane and other readily volatile constituents are drawn off in a vacuum. The crude product obtained in this manner (826 g ≅... The reactants are NC1=C(C=CC(=C1)C=1C(=NC=CC1)OC)N (2-amino-4-(2-methoxypyridin-3-yl)phenylamine), ClC(C(OC)=N)(Cl)Cl (methyl trichloroacetimidate). Solvent: C(C)(=O)O (acetic acid). Conditions: temperature 0 celsius, time 3 hour. Yields the product COC1=NC=CC=C1C1=CC2=C(NC(=N2)C(Cl)(Cl)Cl)C=C1 (5-(2-methoxypyridin-3-yl)-2-(trichloromethyl)-1H-benzimidazole). RXN SMILES: [NH2:1][C:2]1[CH:7]=[C:6]([C:8]2[C:9]([O:14][CH3:15])=[N:10][CH:11]=[CH:12][CH:13]=2)[CH:5]=[CH:4][C:3]=1[NH2:16].[Cl:17][C:18]([Cl:24])([Cl:23])[C:19](=N)OC>C(O)(=O)C>[CH3:15][O:14][C:9]1[C:8]([C:6]2[CH:5]=[CH:4][C:3]3[NH:16][C:19]([C:18]([Cl:24])([Cl:23])[Cl:17])=[N:1][C:2]=3[CH:7]=2)=[CH:13][CH:12]=[CH:11][N:10]=1. Reported procedure: To a solution of 2-amino-4-(2-methoxypyridin-3-yl)phenylamine 3 obtained from above reaction (0.215 g, 1 mmol) in acetic acid (2 mL) cooled to 0° C. was added methyl trichloroacetimidate (0.193 g, 1.1 mmol) under N2 atmosphere and resulting reaction mixture was stirred at room temperature for 3 h. Acetic acid was evaporated to give crude 5-(2-methoxypyridin-3-yl)-2-(trichloromethyl)-1H-benzimidazole which was used as such in the following step (0.3 g). Reference: Louvet, P.; Lallement, G.; Pemot...